Dataset: the Open Reaction Database (ORD), a public repository of structured organic reaction records. Task: describe an organic reaction: reactants, conditions, products, and yield Reactants: O1CCC(CC1)(C(=O)OC)C(=O)OC (Dimethyl tetrahydro-4H-pyrane-4,4-dicarboxylate), Cl (hydrochloric acid). The solvent is O (Water). Yields the product O1CCC(CC1)C(=O)O (Tetrahydro-2H-pyrane-4-carboxylic Acid). Yield: 101.1%. RXN SMILES: [O:1]1[CH2:6][CH2:5][C:4](C(OC)=O)([C:7]([O:9]C)=[O:8])[CH2:3][CH2:2]1.Cl>O>[O:1]1[CH2:6][CH2:5][CH:4]([C:7]([OH:9])=[O:8])[CH2:3][CH2:2]1. Procedure: Dimethyl tetrahydro-4H-pyrane-4,4-dicarboxylate (4.04 g) was added to 20% hydrochloric acid (20 ml), and the mixture was heated under reflux for 19 hours. Water was added to the reaction mixture to conduct extraction with diethyl ether. After the resultant organic layer was washed with saturated aqueous solution of sodium chloride and dried over anhydrous sodium sulfate, the solvent was distilled off under reduced pressure. After the resultant residue was solidified with hexane, the resultant so... Reactants: Br.NC1C(C2=CC=C(C(=C2CC1)O)O)=O (2-amino-5,6-dihydroxy-3,4-dihydro-1(2H)-naphthalenone hydrobromide), 100, COC1=CC=C(C=C1)CC=O (4-methoxyphenylacetaldehyde). Reagents/catalysts: [Pd] (palladium-on-carbon). Run in C(C)O (ethanol). Product: Br.COC1=CC=C(CCNC2C(C3=CC=C(C(=C3CC2)O)O)=O)C=C1 (2-(4-methoxyphenethyl)amino-5,6-dihydroxy-3,4-dihydro-1(2H)-naphthalenone hydrobromide). RXN SMILES: [CH3:1][O:2][C:3]1[CH:8]=[CH:7][C:6]([CH2:9][CH:10]=O)=[CH:5][CH:4]=1.[BrH:12].[NH2:13][CH:14]1[CH2:23][CH2:22][C:21]2[C:16](=[CH:17][CH:18]=[C:19]([OH:25])[C:20]=2[OH:24])[C:15]1=[O:26]>C(O)C.[Pd]>[BrH:12].[CH3:1][O:2][C:3]1[CH:4]=[CH:5][C:6]([CH2:9][CH2:10][NH:13][CH:14]2[CH2:23][CH2:22][C:21]3[C:16](=[CH:17][CH:18]=[C:19]([OH:25])[C:20]=3[OH:24])[C:15]2=[O:26])=[CH:7][CH:8]=1 |f:1.2,5.6|. Reported procedure: In 1000 volume parts of ethanol is dissolved 10 parts of 2-amino-5,6-dihydroxy-3,4-dihydro-1(2H)-naphthalenone hydrobromide, followed by the addition of 100 parts of 4-methoxyphenylacetaldehyde. Using palladium-on-carbon as a catalyst, catalytic reduction is carried out at ordinary temperature and pressure. When a stoichiometric amount of hydrogen has been absorbed, the reaction mixture is filtered and the filtrate is concentrated under reduced pressure. The procedure yields 8 parts of 2-(4-meth... The reactants are FC1=CC=C(C=C1)C=1CC(SC1C1=CC=CC=C1)(C=O)C(C)C (4-(4-fluorophenyl)-2-isopropyl-5-phenyl-thiophenecarboxaldehyde), C1(=CC=C(C=C1)S(=O)(=O)O)C (p-toluenesulfonic acid), C([O-])(O)=O.[Na+] (sodium bicarbonate), cis-2-bromo-ethoxyethylene, C(C)(C)(C)[Li] (t-butyllithium). The solvent is C1CCOC1 (THF), C1CCOC1.O (THF water), C1CCOC1 (THF). Reaction conditions: time 2 hour. Product: FC1=CC=C(C=C1)C=1C(=C(SC1C1=CC=CC=C1)C(C)C)C=CC=O (3-[ 4-(4-fluorophenyl)-2-isopropyl-5-phenythien-3-yl]-2-propenal). Isolated yield 259.7%. RXN SMILES: [C:1]([Li])([CH3:4])(C)[CH3:2].[F:6][C:7]1[CH:12]=[CH:11][C:10]([C:13]2[CH2:14][C:15]([CH:26]([CH3:28])[CH3:27])(C=O)[S:16][C:17]=2[C:18]2[CH:23]=[CH:22][CH:21]=[CH:20][CH:19]=2)=[CH:9][CH:8]=1.C1(C)C=CC(S(O)(=O)=[O:36])=CC=1.C(=O)(O)[O-].[Na+]>C1COCC1.C1COCC1.O>[F:6][C:7]1[CH:12]=[CH:11][C:10]([C:13]2[C:14]([CH:2]=[CH:1][CH:4]=[O:36])=[C:15]([CH:26]([CH3:27])[CH3:28])[S:16][C:17]=2[C:18]2[CH:23]=[CH:22][CH:21]=[CH:20][CH:19]=2)=[CH:9][CH:8]=1 |f:3.4,6.7|. Procedure details: To a solution of 2.4 g of cis-2-bromo-ethoxyethylene in 75 ml of THF at -78°, was added dropwise 2.0 g of t-butyllithium (2.2 m in pentane). After stirring at -78° for 2 hours, a solution of 3.5 g of the aldehyde product of Step 2, above, in 30 ml of THF was added dropwise. The reaction was stirred at -78° for 10 minutes, then was quenched by the addition of saturated aq. ammonium chloride solution. The mixture was extracted once with MTBE and then once with methylene chloride. The organic solut... The product is BrC1=C(C=C(CNCC(OC)OC)C=C1)Cl ((4-Bromo-3-chloro-benzyl)-(2,2-dimethoxy-ethyl)-amine). Reported procedure: Starting from 4-Bromo-3-chloro-benzaldehyde, the title compound was prepared by the method described for (4-Bromo-benzyl)-(2,2-dimethoxy-ethyl)-amine (1). Rt=0.94 min (Method C). Detected mass: 308.3/310.3 (M+H+). As a reaction SMILES: [Br:1][C:2]1[CH:9]=[CH:8][C:5]([CH:6]=O)=[CH:4][C:3]=1[Cl:10].BrC1C=CC(C[NH:17][CH2:18][CH:19]([O:22][CH3:23])[O:20][CH3:21])=CC=1>>[Br:1][C:2]1[CH:9]=[CH:8][C:5]([CH2:6][NH:17][CH2:18][CH:19]([O:22][CH3:23])[O:20][CH3:21])=[CH:4][C:3]=1[Cl:10]. The reactants are BrC1=C(C=C(C=O)C=C1)Cl (4-Bromo-3-chloro-benzaldehyde), BrC1=CC=C(CNCC(OC)OC)C=C1 ((4-Bromo-benzyl)-(2,2-dimethoxy-ethyl)-amine). Reactants: O=C([O-])[O-], CN(C)C=O, OCc1ccc(CCl)cc1, Cl, [K+], [K+], FC(F)(F)c1ccc(-c2cc(CCc3ccccc3)[nH]n2)cc1. Product: OCc1ccc(Cn2nc(-c3ccc(C(F)(F)F)cc3)cc2CCc2ccccc2)cc1. RXN SMILES: [C:34](=[O:35])([O-:36])[O-:37].[CH3:41][N:42]([CH3:43])[CH:44]=[O:45].[Cl:24][CH2:25][c:26]1[cH:27][cH:28][c:29]([CH2:32][OH:33])[cH:30][cH:31]1.[ClH:40].[K+:38].[K+:39].[c:1]1([CH2:7][CH2:8][c:9]2[cH:10][c:11](-[c:14]3[cH:15][cH:16][c:17]([C:20]([F:21])([F:22])[F:23])[cH:18][cH:19]3)[n:12][nH:13]2)[cH:2][cH:3][cH:4][cH:5][cH:6]1>>[c:1]1([CH2:7][CH2:8][c:9]2[cH:10][c:11](-[c:14]3[cH:15][cH:16][c:17]([C:20]([F:21])([F:22])[F:23])[cH:18][cH:19]3)[n:12][n:13]2[CH2:25][c:26]2[cH:27][cH:28][c:29]([CH2:32][OH:33])[cH:30][cH:31]2)[cH:2][cH:3][cH:4][cH:5][cH:6]1.